Task: describe an organic reaction: reactants, conditions, products, and yield. Dataset: the Open Reaction Database (ORD), a public repository of structured organic reaction records Reactants: ClC1=C(C(=O)OC)C=CC(=C1C=NO)S(=O)(=O)C (methyl 2-chloro-3-hydroxyiminomethyl-4-methylsulfonylbenzoate), ClCCl (dichloromethane), Cl[O-].[Na+] (sodium hypochlorite), C(C)(=O)[O-].[Na+] (sodium acetate). Solvent: C=C (Ethylene), C=C (ethylene), C=C (Ethylene). Run at time 12 hour. The product is ClC1=C(C(=O)OC)C=CC(=C1C1=NOCC1)S(=O)(=O)C (Methyl 2-chloro-3-(4,5-dihydroisoxazol-3-yl)-4-methylsulfonylbenzoate). As a reaction SMILES: [Cl:1][C:2]1[C:11]([CH:12]=[N:13][OH:14])=[C:10]([S:15]([CH3:18])(=[O:17])=[O:16])[CH:9]=[CH:8][C:3]=1[C:4]([O:6][CH3:7])=[O:5].ClCCl.[C:22]([O-])(=O)[CH3:23].[Na+].Cl[O-].[Na+]>C=C>[Cl:1][C:2]1[C:11]([C:12]2[CH2:23][CH2:22][O:14][N:13]=2)=[C:10]([S:15]([CH3:18])(=[O:17])=[O:16])[CH:9]=[CH:8][C:3]=1[C:4]([O:6][CH3:7])=[O:5] |f:2.3,4.5|. Reported procedure: Ethylene was passed for 30 minutes at 15-20° C. into a solution of 158.0 g (0.54 mol) of methyl 2-chloro-3-hydroxyiminomethyl-4-methylsulfonylbenzoate and 1 l of dichloromethane. After 1.6 g of sodium acetate had been added, 454 ml of sodium hypochlorite solution were added dropwise at 10° C. while simultaneously passing in ethylene. Ethylene was subsequently passed in at 10° C. for a further 15 minutes. After the mixture had been stirred for 12 hours, the phases were separated, and the organic ...